Dataset: the Open Reaction Database (ORD), a public repository of structured organic reaction records. Task: describe an organic reaction: reactants, conditions, products, and yield Reactants: crude intermediate 17, ClC=1C=C(C=CC1CN1CCCC1)C1(CC(C1)C(=O)O)O (3-(3-chloro-4-((pyrrolidin-1-yl)methyl)phenyl)-3-hydroxycyclobutanecarboxylic acid), Cl.C1(CC1)CNC (cyclopropylmethyl-methyl-amine hydrochloride), C(CC)P1(OP(OP(O1)(=O)CCC)(=O)CCC)=O (T3P), [OH-].[Na+] (NaOH). The solvent is CCOC(=O)C (EtOAc). Conditions: time 1 hour. The product is C1(CC1)CN(C(=O)C1CC(C1)(O)C1=CC(=C(C=C1)CN1CCCC1)Cl)C (3-(3-Chloro-4-pyrrolidin-1-ylmethyl-phenyl)-3-hydroxy-cyclobutanecarboxylic acid cyclopropylmethyl-methyl-amide). Yield: 36.9%. Reaction SMILES: [Cl:1][C:2]1[CH:3]=[C:4]([C:14]2([OH:21])[CH2:17][CH:16]([C:18](O)=[O:19])[CH2:15]2)[CH:5]=[CH:6][C:7]=1[CH2:8][N:9]1[CH2:13][CH2:12][CH2:11][CH2:10]1.Cl.[CH:23]1([CH2:26][NH:27][CH3:28])[CH2:25][CH2:24]1.C(P1(=O)OP(CCC)(=O)OP(CCC)(=O)O1)CC.[OH-].[Na+]>CCOC(C)=O>[CH:23]1([CH2:26][N:27]([CH3:28])[C:18]([CH:16]2[CH2:17][C:14]([C:4]3[CH:5]=[CH:6][C:7]([CH2:8][N:9]4[CH2:10][CH2:11][CH2:12][CH2:13]4)=[C:2]([Cl:1])[CH:3]=3)([OH:21])[CH2:15]2)=[O:19])[CH2:25][CH2:24]1 |f:1.2,4.5|. Procedure: To a solution of crude intermediate 17, 3-(3-chloro-4-((pyrrolidin-1-yl)methyl)phenyl)-3-hydroxycyclobutanecarboxylic acid (˜4.3 mL ˜0.65 mmol) was added cyclopropylmethyl-methyl-amine hydrochloride (61 mg, 0.51 mmol) triethylamine (0.18 ml, 1.29 mmol) and T3P (50% solution in EtOAc, 0.62 ml, 0.9 mmol). The resulting reaction mixture was stirred at RT for 1 hr and then 25 ml of 1N NaOH and 100 ml of EtOAc were added and the layers were separated. The aqueous layer was subjected to EtOAc extracti... Starting materials: C(C)(=O)Cl (acetyl chloride), C(CCC)(=O)C=1C(CCC(C1O)C1=CC=C(C=C1)OC)=O (2-Butyryl-3-hydroxy-4-(4-methoxyphenyl)cyclohex-2-ene-1-one), [Cl-].[Al+3].[Cl-].[Cl-] (aluminium chloride), Cl (hydrochloric acid). The solvent is ClC(C)Cl (dichloroethane), ClC(C)Cl (dichloroethane), ClC(C)Cl (dichloroethane). Run at time 0.5 hour. Yields the product C(CCC)(=O)C=1C(CCC(C1O)C1=CC(=C(C=C1)O)C(C)=O)=O (2-butyryl-3-hydroxy-4-(3-acetyl-4-hydroxyphenyl)cyclohex-2-ene-1-one). The yield is 16.7%. As a reaction SMILES: [C:1]([C:6]1[C:7](=[O:21])[CH2:8][CH2:9][CH:10]([C:13]2[CH:18]=[CH:17][C:16]([O:19]C)=[CH:15][CH:14]=2)[C:11]=1[OH:12])(=[O:5])[CH2:2][CH2:3][CH3:4].[Cl-].[Al+3].[Cl-].[Cl-].[C:26](Cl)(=[O:28])[CH3:27].Cl>ClC(Cl)C>[C:1]([C:6]1[C:7](=[O:21])[CH2:8][CH2:9][CH:10]([C:13]2[CH:14]=[CH:15][C:16]([OH:19])=[C:17]([C:26](=[O:28])[CH3:27])[CH:18]=2)[C:11]=1[OH:12])(=[O:5])[CH2:2][CH2:3][CH3:4] |f:1.2.3.4|. Procedure: 2-Butyryl-3-hydroxy-4-(4-methoxyphenyl)cyclohex-2-ene-1-one (7.1 g) in dichloroethane (35 ml) was added to a suspension of aluminium chloride (10.5 g) in dichloroethane (50 ml) at 0° C. After stirring for 1/2 hour, a solution of acetyl chloride (2.2 g) in dichloroethane (25 ml) was added dropwise. After stirring a further 1/2 hour at 0° C., the reaction mixture was allowed to come to room temperature and poured into cold 5N hydrochloric acid (50 ml). The aqueous solution was then extracted with ... The reactants are C1CCOC1, CC(C)C[AlH]CC(C)C, CCOC(C)=O, COc1cc(C(=O)N(C(C)C)C(C)C)ncc1-n1cnc(C)c1, [Cl-], [NH4+]. Yields the product CCOC(=O)C=Cc1cc(OC)c(-n2cnc(C)c2)cn1. As a reaction SMILES: [CH2:41]1[O:42][CH2:43][CH2:44][CH2:45]1.[CH3:1][CH:2]([CH2:3][AlH:4][CH2:5][CH:6]([CH3:7])[CH3:8])[CH3:9].[CH3:35][CH2:36][O:37][C:38]([CH3:39])=[O:40].[CH:10]([N:11]([CH:12]([CH3:13])[CH3:15])[C:14]([c:16]1[n:17][cH:18][c:19](-[n:24]2[cH:25][n:26][c:27]([CH3:29])[cH:28]2)[c:20]([O:22][CH3:23])[cH:21]1)=[O:30])([CH3:31])[CH3:32].[Cl-:33].[NH4+:34]>>[CH:14]([c:16]1[n:17][cH:18][c:19](-[n:24]2[cH:25][n:26][c:27]([CH3:29])[cH:28]2)[c:20]([O:22][CH3:23])[cH:21]1)=[CH:39][C:38]([O:37][CH2:36][CH3:35])=[O:40]. Reactants: C(C)OC(=O)C=1C=C2CC(C(NC2=CC1)C1=CC(=CC(=C1)Cl)Br)(C)C (2-(3-bromo-5-chloro-phenyl)-3,3-dimethyl-1,2,3,4-tetrahydro-quinoline-6-carboxylic acid ethyl ester), N1CCOCC1 (morpholine), N1[C@H](C(=O)O)CCC1 (L-proline), [OH-].[K+] (potassium hydroxide). The reagents and catalysts are [Cu]I (copper (I) iodide). Solvent: CS(=O)C (DMSO), C(C)(=O)OCC (ethyl acetate). Conditions: temperature 120 celsius. The product is C(C)OC(=O)C=1C=C2CC(C(NC2=CC1)C1=CC(=CC(=C1)N1CCOCC1)Cl)(C)C (2-(3-chloro-5-morpholin-4-yl-phenyl)-3,3-dimethyl-1,2,3,4-tetrahydro-quinoline-6-carboxylic acid ethyl ester). Yield: 44.1%. RXN SMILES: [CH2:1]([O:3][C:4]([C:6]1[CH:7]=[C:8]2[C:13](=[CH:14][CH:15]=1)[NH:12][CH:11]([C:16]1[CH:21]=[C:20]([Cl:22])[CH:19]=[C:18](Br)[CH:17]=1)[C:10]([CH3:25])([CH3:24])[CH2:9]2)=[O:5])[CH3:2].[NH:26]1[CH2:31][CH2:30][O:29][CH2:28][CH2:27]1.N1CCC[C@H]1C(O)=O.[OH-].[K+]>CS(C)=O.[Cu]I.C(OCC)(=O)C>[CH2:1]([O:3][C:4]([C:6]1[CH:7]=[C:8]2[C:13](=[CH:14][CH:15]=1)[NH:12][CH:11]([C:16]1[CH:17]=[C:18]([N:26]3[CH2:31][CH2:30][O:29][CH2:28][CH2:27]3)[CH:19]=[C:20]([Cl:22])[CH:21]=1)[C:10]([CH3:25])([CH3:24])[CH2:9]2)=[O:5])[CH3:2] |f:3.4|. Procedure details: A mixture of 2-(3-bromo-5-chloro-phenyl)-3,3-dimethyl-1,2,3,4-tetrahydro-quinoline-6-carboxylic acid ethyl ester (1.56 g, 3.7 mmol), morpholine (1.60 g, 18.5 mmol), copper (I) iodide (0.42 g, 2.2 mmol), L-proline (0.25 g, 2.2 mmol) and potassium hydroxide (0.12, 2.2 mmol) in DMSO (20 mL) was heated for 4 hours at 120° C. After cooling to room temperature, the mixture was treated with ethyl acetate (50 mL) and washed with water (20 mL). The organic layer was dried over anhydrous sodium sulfate an...